From a dataset of the Open Reaction Database (ORD), a public repository of structured organic reaction records. describe an organic reaction: reactants, conditions, products, and yield The reactants are C(=O)(OCC)C=1CC(OC1CCCCC)C=C (4-carbethoxy-5-n-pentyl-2-vinyl-2,3-dihydrofuran). Run in C(C)(=O)OCC (ethyl acetate). The product is C(=O)(OCC)C=1CC(OC1CCCCC)CC (4-carbethoxy-5-n-pentyl-2-ethyl-2,3-dihydrofuran). Isolated yield 98.0%. RXN SMILES: [C:1]([C:6]1[CH2:7][CH:8]([CH:16]=[CH2:17])[O:9][C:10]=1[CH2:11][CH2:12][CH2:13][CH2:14][CH3:15])([O:3][CH2:4][CH3:5])=[O:2]>C(OCC)(=O)C>[C:1]([C:6]1[CH2:7][CH:8]([CH2:16][CH3:17])[O:9][C:10]=1[CH2:11][CH2:12][CH2:13][CH2:14][CH3:15])([O:3][CH2:4][CH3:5])=[O:2]. Reported procedure: 4-Carbethoxy-5-n-pentyl-2-vinyl-2,3-dihydrofuran prepared in accordance with the procedure of Example I was hydrogenated to obtain 4-carbethoxy-5-n-pentyl-2-ethyl-2,3-dihydrofuran. For the reaction, 13 grams 4-carbethoxy-5-n-pentyl-2-vinyl-2,3-dihydrofuran and 75 mls ethyl acetate were charged to the reactor of a Parr apparatus. The system was thoroughly purged with nitrogen and 0.65 gram of a hydrogenation catalyst (5 percent palladium on carbon) added under a nitrogen atmosphere. After additio... The reactants are [BH4-], CC(C)(C)OC(=O)Cn1cc(C2=NS(=O)(=O)c3ccccc32)c2ccccc21, CO, [Na+]. Yields the product CC(C)(C)OC(=O)Cn1cc(C2NS(=O)(=O)c3ccccc32)c2ccccc21. Reaction SMILES: [BH4-:29].[C:1]([CH3:2])([CH3:3])([CH3:4])[O:5][C:6]([CH2:7][n:8]1[cH:9][c:10]([C:17]2=[N:18][S:19](=[O:26])(=[O:27])[c:20]3[c:21]2[cH:22][cH:23][cH:24][cH:25]3)[c:11]2[cH:12][cH:13][cH:14][cH:15][c:16]12)=[O:28].[CH3:31][OH:32].[Na+:30]>>[C:1]([CH3:2])([CH3:3])([CH3:4])[O:5][C:6]([CH2:7][n:8]1[cH:9][c:10]([CH:17]2[NH:18][S:19](=[O:26])(=[O:27])[c:20]3[c:21]2[cH:22][cH:23][cH:24][cH:25]3)[c:11]2[cH:12][cH:13][cH:14][cH:15][c:16]12)=[O:28]. Reactants: ClC1=CC(=NC(=C1)Cl)N1CCOCC1 (4-(4,6-dichloropyridin-2-yl)-morpholine), [N+](=O)([O-])[O-].[K+] (potassium nitrate), [OH-].[Na+] (sodium hydroxide), ice. Solvent: S(O)(O)(=O)=O (sulfuric acid). Conditions: time 16 hour. Yields the product ClC1=CC(=NC(=C1[N+](=O)[O-])Cl)N1CCOCC1 (4-(4,6-Dichloro-5-nitropyridin-2-yl)-morpholine). The yield is 48.6%. As a reaction SMILES: [Cl:1][C:2]1[CH:7]=[C:6]([Cl:8])[N:5]=[C:4]([N:9]2[CH2:14][CH2:13][O:12][CH2:11][CH2:10]2)[CH:3]=1.[N+:15]([O-])([O-:17])=[O:16].[K+].[OH-].[Na+]>S(=O)(=O)(O)O>[Cl:1][C:2]1[C:7]([N+:15]([O-:17])=[O:16])=[C:6]([Cl:8])[N:5]=[C:4]([N:9]2[CH2:10][CH2:11][O:12][CH2:13][CH2:14]2)[CH:3]=1 |f:1.2,3.4|. Reported procedure: To a solution of 4-(4,6-dichloropyridin-2-yl)-morpholine (3.90 g) in concentrated sulfuric acid (40 mL) was added potassium nitrate (1.80 g) over 10 minutes. The reaction mixture was stirred for 16 hours at ambient temperature and then poured in to crushed ice (500 g). The reaction mixture was made alkaline with concentrated sodium hydroxide and extracted with ethyl acetate (2×100 mL). The combined organic phases were dried over magnesium sulfate and concentrated in vacuo. The crude product was ... The reactants are C(C)(=O)C1=C(SC(=C1Br)C)C (3-Acetyl-4-bromo-2,5-dimethylthiophene). Run in O1CCCC1 (tetrahydrofuran). The product is CC=1SC(=C(C1[C@@H](C)O)Br)C ((R)-2,5-dimethyl-4-bromo-3-(1-hydroxyethyl)thiophene). RXN SMILES: [C:1]([C:4]1[C:8]([Br:9])=[C:7]([CH3:10])[S:6][C:5]=1[CH3:11])(=[O:3])[CH3:2]>O1CCCC1>[CH3:11][C:5]1[S:6][C:7]([CH3:10])=[C:8]([Br:9])[C:4]=1[C@H:1]([OH:3])[CH3:2]. Procedure details: 3-Acetyl-4-bromo-2,5-dimethylthiophene (78.5 mmol) was reduced by means of Ipc2BCl in tetrahydrofuran using the general method of Brown et al. (J. Org. Chem. 1989, 54, 4504). Reactants: C=CC, CC(C)c1ccccc1, FB(F)F, F. Yields the product CC(C)c1ccccc1C(C)C. Reaction SMILES: [CH2:10]=[CH:11][CH3:12].[CH3:1][CH:2]([CH3:3])[c:4]1[cH:5][cH:6][cH:7][cH:8][cH:9]1.[F:13][B:14]([F:15])[F:16].[FH:17]>>[CH3:1][CH:2]([CH3:3])[c:4]1[c:5]([CH:11]([CH3:10])[CH3:12])[cH:6][cH:7][cH:8][cH:9]1. The reactants are C1(=CC=C(C=C1)S(=O)(=O)Cl)C (p-toluenesulphonyl chloride), ice, OCCC1(CC1)O (1-(2-hydroxyethyl)cyclopropanol), N1=CC=CC=C1 (pyridine). Run in ClCCl (dichloromethane). Conditions: time 5 hour. Yields the product C1(=CC=C(C=C1)S(=O)(=O)OCCC1(CC1)O)C (1-(2-p-toluenesulphonyloxyethyl)cyclopropanol). Reaction SMILES: [OH:1][CH2:2][CH2:3][C:4]1([OH:7])[CH2:6][CH2:5]1.N1C=CC=CC=1.[C:14]1([CH3:24])[CH:19]=[CH:18][C:17]([S:20](Cl)(=[O:22])=[O:21])=[CH:16][CH:15]=1>ClCCl>[C:14]1([CH3:24])[CH:19]=[CH:18][C:17]([S:20]([O:1][CH2:2][CH2:3][C:4]2([OH:7])[CH2:6][CH2:5]2)(=[O:22])=[O:21])=[CH:16][CH:15]=1. Procedure: To an ice-cooled solution of 1-(2-hydroxyethyl)cyclopropanol (1.31 g) and pyridine (4 ml) in dichloromethane (20 ml) was added p-toluenesulphonyl chloride (4.7 g). The mixture was then stirred at room temperature under an atmosphere of nitrogen for 5 hours before being partitioned between ether (100 ml) and water. The organic layer was washed consecutively with 1N hydrochloric acid, water, 5% sodium hydrogen carbonate solution, and brine, and dried. Concentration in vacuo gave a residue which wa... The reactants are COC(=O)c1ccc(CC2CCN(CCCN(C(=O)C3CCN(C(C)=O)CC3)c3ccc(Cl)c(Cl)c3)CC2)cc1, CCO. Product: CC(=O)N1CCC(C(=O)N(CCCN2CCC(Cc3ccc(C(=O)O)cc3)CC2)c2ccc(Cl)c(Cl)c2)CC1. RXN SMILES: [C:1]([CH3:2])(=[O:3])[N:4]1[CH2:5][CH2:6][CH:7]([C:10](=[O:11])[N:12]([c:13]2[cH:14][c:15]([Cl:20])[c:16]([Cl:19])[cH:17][cH:18]2)[CH2:21][CH2:22][CH2:23][N:24]2[CH2:25][CH2:26][CH:27]([CH2:30][c:31]3[cH:32][cH:33][c:34]([C:35](=[O:36])[O:37][CH3:38])[cH:39][cH:40]3)[CH2:28][CH2:29]2)[CH2:8][CH2:9]1.[CH3:41][CH2:42][OH:43]>>[C:1]([CH3:2])(=[O:3])[N:4]1[CH2:5][CH2:6][CH:7]([C:10](=[O:11])[N:12]([c:13]2[cH:14][c:15]([Cl:20])[c:16]([Cl:19])[cH:17][cH:18]2)[CH2:21][CH2:22][CH2:23][N:24]2[CH2:25][CH2:26][CH:27]([CH2:30][c:31]3[cH:32][cH:33][c:34]([C:35](=[O:36])[OH:37])[cH:39][cH:40]3)[CH2:28][CH2:29]2)[CH2:8][CH2:9]1. Reactants: CCOC(C)=O, CCN(CC)CC1CCCN1, CO, O=C1Nc2cccnc2N(C(=O)CCl)c2ccccc21. The product is CCN(CC)CC1CCCN1CC(=O)N1c2ccccc2C(=O)Nc2cccnc21. Reaction SMILES: [C:34]([O:35][CH2:36][CH3:37])(=[O:38])[CH3:39].[CH2:21]([CH3:22])[N:23]([CH2:24][CH3:25])[CH2:26][CH:27]1[NH:28][CH2:29][CH2:30][CH2:31]1.[CH3:32][OH:33].[Cl:1][CH2:2][C:3](=[O:4])[N:5]1[c:6]2[c:7]([cH:17][cH:18][cH:19][n:20]2)[NH:8][C:9](=[O:16])[c:10]2[c:11]1[cH:12][cH:13][cH:14][cH:15]2>>[CH2:2]([C:3](=[O:4])[N:5]1[c:6]2[c:7]([cH:17][cH:18][cH:19][n:20]2)[NH:8][C:9](=[O:16])[c:10]2[c:11]1[cH:12][cH:13][cH:14][cH:15]2)[N:28]1[CH:27]([CH2:26][N:23]([CH2:21][CH3:22])[CH2:24][CH3:25])[CH2:31][CH2:30][CH2:29]1.